describe an organic reaction: reactants, conditions, products, and yield From a dataset of the Open Reaction Database (ORD), a public repository of structured organic reaction records. Starting materials: C(C1=CC=CC=C1)OC(=O)N[C@H](CCC)C(=O)O (N-Benzyloxycarbonyl-D-norvaline), N[C@H](CCC)C(=O)O (D-norvaline), CC1([C@H](C([C@@H]1O)(C)C)N)C (trans 2,2,4,4-tetramethyl-3-hydroxycyclobutylamine). The product is C(=O)(OCC1=CC=CC=C1)NC([C@@H](N)CCC)=O (N-Cbz-norvaline amide). As a reaction SMILES: [CH2:1]([O:8][C:9]([NH:11][C@@H](C(O)=O)CCC)=[O:10])[C:2]1[CH:7]=[CH:6][CH:5]=[CH:4][CH:3]=1.[NH2:19][C@@H:20]([C:24]([OH:26])=O)[CH2:21][CH2:22][CH3:23].CC1(C)[C@@H](O)C(C)(C)[C@@H]1N>>[C:9]([NH:11][C:24](=[O:26])[C@H:20]([CH2:21][CH2:22][CH3:23])[NH2:19])([O:8][CH2:1][C:2]1[CH:3]=[CH:4][CH:5]=[CH:6][CH:7]=1)=[O:10]. Procedure details: N-Benzyloxycarbonyl-D-norvaline (0.1 mole), prepared from commercial D-norvaline by the procedure of Example 19, is reacted with cis/trans 2,2,4,4-tetramethyl-3-hydroxycyclobutylamine by the method of Example 20, Part A, to provide the N-Cbz-norvaline amide. Starting materials: COC1=CC=C(CN2N=C(C3=CC(=CC=C23)[N+](=O)[O-])C)C=C1 (1-(4-methoxybenzyl)-3-methyl-5-nitro-1H-indazole), CCOC(=O)C (EtOAc). Reagents/catalysts: [Pd] (Pd/C). The solvent is CO (MeOH). Conditions: time 30 minute. The product is COC1=CC=C(CN2N=C(C3=CC(=CC=C23)N)C)C=C1 (1-(4-methoxybenzyl)-3-methyl-1H-indazol-5-amine). Reaction SMILES: [CH3:1][O:2][C:3]1[CH:22]=[CH:21][C:6]([CH2:7][N:8]2[C:16]3[C:11](=[CH:12][C:13]([N+:17]([O-])=O)=[CH:14][CH:15]=3)[C:10]([CH3:20])=[N:9]2)=[CH:5][CH:4]=1.CCOC(C)=O>CO.[Pd]>[CH3:1][O:2][C:3]1[CH:4]=[CH:5][C:6]([CH2:7][N:8]2[C:16]3[C:11](=[CH:12][C:13]([NH2:17])=[CH:14][CH:15]=3)[C:10]([CH3:20])=[N:9]2)=[CH:21][CH:22]=1. Procedure: 1-(4-methoxybenzyl)-3-methyl-5-nitro-1H-indazole (275 mg, 0.93 mmol) from Step 1 of this example was dissolved in MeOH (4.6 ml) and EtOAc (10 ml) to give a clear yellow solution. Pd/C (10%, 98 mg) was added, the vessel evacuated and backfilled with hydrogen (3×) and slurry stirred under a hydrogen atmosphere for 30 minutes. The mixture was filtered through CELITE, the filter cake washed with EtOAc (2×40 ml), the filtrates combined and the volatiles removed in vacuum to give the titled compound. Reactants: FC1=C(C=CC(=C1)OCC=1C=C(C=CC1)C1=C(C=C(C=C1C)O)C)CCC(=O)OCC (ethyl 3-{2-fluoro-4-[(4′-hydroxy-2′,6′-dimethylbiphenyl-3-yl)methoxy]phenyl}propanoate), S1CCC(CC1)O (tetrahydro-2H-thiopyran-4-ol), C1(=CC=CC=C1)P(C1=CC=CC=C1)C1=CC=CC=C1 (triphenylphosphine), N(=NC(=O)OCC)C(=O)OCC (diethyl azodicarboxylate), S1CCC(CC1)O (tetrahydro-2H-thiopyran-4-ol), C1(=CC=CC=C1)P(C1=CC=CC=C1)C1=CC=CC=C1 (triphenylphosphine), N(=NC(=O)OCC)C(=O)OCC (diethyl azodicarboxylate). Solvent: O1CCCC1 (tetrahydrofuran). Product: CC1=C(C(=CC(=C1)OC1CCSCC1)C)C1=CC(=CC=C1)COC1=CC(=C(C=C1)CCC(=O)OCC)F (ethyl 3-(4-{[2′,6′-dimethyl-4′-(tetrahydro-2H-thiopyran-4-yloxy)biphenyl-3-yl]methoxy}-2-fluorophenyl)propanoate). Yield: 85.9%. As a reaction SMILES: [F:1][C:2]1[CH:7]=[C:6]([O:8][CH2:9][C:10]2[CH:11]=[C:12]([C:16]3[C:21]([CH3:22])=[CH:20][C:19]([OH:23])=[CH:18][C:17]=3[CH3:24])[CH:13]=[CH:14][CH:15]=2)[CH:5]=[CH:4][C:3]=1[CH2:25][CH2:26][C:27]([O:29][CH2:30][CH3:31])=[O:28].[S:32]1[CH2:37][CH2:36][CH:35](O)[CH2:34][CH2:33]1.C1(P(C2C=CC=CC=2)C2C=CC=CC=2)C=CC=CC=1.N(C(OCC)=O)=NC(OCC)=O>O1CCCC1>[CH3:22][C:21]1[CH:20]=[C:19]([O:23][CH:35]2[CH2:36][CH2:37][S:32][CH2:33][CH2:34]2)[CH:18]=[C:17]([CH3:24])[C:16]=1[C:12]1[CH:13]=[CH:14][CH:15]=[C:10]([CH2:9][O:8][C:6]2[CH:5]=[CH:4][C:3]([CH2:25][CH2:26][C:27]([O:29][CH2:30][CH3:31])=[O:28])=[C:2]([F:1])[CH:7]=2)[CH:11]=1. Procedure: To a solution of ethyl 3-{2-fluoro-4-[(4′-hydroxy-2′,6′-dimethylbiphenyl-3-yl)methoxy]phenyl}propanoate (0.50 g, 1.18 mmol), tetrahydro-2H-thiopyran-4-ol (0.15 g, 1.30 mmol) and triphenylphosphine (0.31 g, 1.30 mmol) in tetrahydrofuran (10 mL) was added diethyl azodicarboxylate (40% toluene solution, 0.70 mL, 1.53 mmol) at room temperature with stirring. The reaction mixture was stirred at room temperature for 19 hrs., and an equivalent amount of the aforementioned reagents (tetrahydro-2H-thiopy...